Dataset: the Open Reaction Database (ORD), a public repository of structured organic reaction records. Task: describe an organic reaction: reactants, conditions, products, and yield Reactants: Cl (hydrochloric acid), [Mg] (magnesium), II (iodine), C(C)Br (ethyl bromide), C1(=CC=CC=C1)[C@@H](CC1=CC=C(C=C1)Cl)C ((R)-2-phenyl-1-(4-chlorophenyl)propane). The solvent is O1CCCC1 (tetrahydrofuran), O1CCCC1 (THF), O1CCCC1 (THF), O1CCCC1 (THF), O1CCCC1 (THF). Run at time 1 hour. The product is C1(=CC=CC=C1)[C@@H](CC1=CC=C(C=C1)I)C ((R)-2-phenyl-1-(4-iodophenyl)propane). The yield is 100.0%. Reaction SMILES: [Mg].C(Br)C.[C:5]1([C@H:11]([CH3:20])[CH2:12][C:13]2[CH:18]=[CH:17][C:16](Cl)=[CH:15][CH:14]=2)[CH:10]=[CH:9][CH:8]=[CH:7][CH:6]=1.[I:21]I.Cl>O1CCCC1>[C:5]1([C@H:11]([CH3:20])[CH2:12][C:13]2[CH:18]=[CH:17][C:16]([I:21])=[CH:15][CH:14]=2)[CH:10]=[CH:9][CH:8]=[CH:7][CH:6]=1. Procedure details: 35 ml of tetrahydrofuran (THF) was added to 11.6 g (0.48 mol) of magnesium, and a solution having 23.6 g (0.22 mol) of ethyl bromide dissolved in 70 ml of THF was dropwise added thereto over a period of 1 hour at room temperature with stirring, followed by stirring for 1 hour. A solution having 50.0 g (0.22 mol) of (R)-2-phenyl-1-(4-chlorophenyl)propane dissolved in 50 ml of THF was dropwise added thereto over a period of 30 minutes at room temperature, followed by stirring under reflux for 5 ho... Reactants: CN(C)C(OC(C)(C)C)N(C)C, CCOC(C)=O, CN(C)C=O, CC1=C(C(=O)OC(c2ccccc2)c2ccccc2)N2C(=O)C(NC(=O)C(=NOC(C)(C)C(=O)OC(C)(C)C)c3csc(NC(c4ccccc4)(c4ccccc4)c4ccccc4)n3)C2SC1, O. As a reaction SMILES: [C:1]([O:2][CH:6]([N:3]([CH3:4])[CH3:5])[N:7]([CH3:8])[CH3:9])([CH3:10])([CH3:11])[CH3:12].[CH3:80][CH2:81][O:82][C:83](=[O:84])[CH3:85].[CH3:87][N:88]([CH3:89])[CH:90]=[O:91].[CH:13]([c:14]1[cH:15][cH:16][cH:17][cH:18][cH:19]1)([c:20]1[cH:21][cH:22][cH:23][cH:24][cH:25]1)[O:26][C:27](=[O:28])[C:29]1=[C:36]([CH3:37])[CH2:35][S:34][CH:33]2[N:30]1[C:31](=[O:79])[CH:32]2[NH:38][C:39]([C:40]([c:41]1[n:42][c:43]([NH:46][C:47]([c:48]2[cH:49][cH:50][cH:51][cH:52][cH:53]2)([c:54]2[cH:55][cH:56][cH:57][cH:58][cH:59]2)[c:60]2[cH:61][cH:62][cH:63][cH:64][cH:65]2)[s:44][cH:45]1)=[N:66][O:67][C:68]([CH3:69])([CH3:70])[C:71](=[O:72])[O:73][C:74]([CH3:75])([CH3:76])[CH3:77])=[O:78].[OH2:86]>>[CH:6]([N:7]([CH3:8])[CH3:9])=[CH:37][C:36]1=[C:29]([C:27]([O:26][CH:13]([c:14]2[cH:15][cH:16][cH:17][cH:18][cH:19]2)[c:20]2[cH:21][cH:22][cH:23][cH:24][cH:25]2)=[O:28])[N:30]2[C:31](=[O:79])[CH:32]([NH:38][C:39]([C:40]([c:41]3[n:42][c:43]([NH:46][C:47]([c:48]4[cH:49][cH:50][cH:51][cH:52][cH:53]4)([c:54]4[cH:55][cH:56][cH:57][cH:58][cH:59]4)[c:60]4[cH:61][cH:62][cH:63][cH:64][cH:65]4)[s:44][cH:45]3)=[N:66][O:67][C:68]([CH3:69])([CH3:70])[C:71](=[O:72])[O:73][C:74]([CH3:75])([CH3:76])[CH3:77])=[O:78])[CH:33]2[S:34][CH2:35]1. Yields the product CN(C)C=CC1=C(C(=O)OC(c2ccccc2)c2ccccc2)N2C(=O)C(NC(=O)C(=NOC(C)(C)C(=O)OC(C)(C)C)c3csc(NC(c4ccccc4)(c4ccccc4)c4ccccc4)n3)C2SC1. The reactants are CCOCC, Cc1ccc(N)cc1, O=C(O)C(=O)N1CCC(Cc2ccc(F)cc2)CC1. Yields the product Cc1ccc(NC(=O)C(=O)N2CCC(Cc3ccc(F)cc3)CC2)cc1. RXN SMILES: [CH2:28]([O:29][CH2:30][CH3:31])[CH3:32].[CH3:20][c:21]1[cH:22][cH:23][c:24]([NH2:25])[cH:26][cH:27]1.[F:1][c:2]1[cH:3][cH:4][c:5]([CH2:6][CH:7]2[CH2:8][CH2:9][N:10]([C:13]([C:14](=[O:15])[OH:16])=[O:17])[CH2:11][CH2:12]2)[cH:18][cH:19]1>>[F:1][c:2]1[cH:3][cH:4][c:5]([CH2:6][CH:7]2[CH2:8][CH2:9][N:10]([C:13]([C:14](=[O:16])[NH:25][c:24]3[cH:23][cH:22][c:21]([CH3:20])[cH:27][cH:26]3)=[O:17])[CH2:11][CH2:12]2)[cH:18][cH:19]1.